Dataset: the Open Reaction Database (ORD), a public repository of structured organic reaction records. Task: describe an organic reaction: reactants, conditions, products, and yield Starting materials: C(C)(=O)OC(C)=O (acetic anhydride), O[C@H]1CC([C@]2(CC)[C@@H]1[C@@H]1CCC3=CC(CC[C@@H]3[C@H]1CC2)=O)=O (15α-hydroxy-18-methyl-4-estrene-3,17-dione), ice water. Run in N1=CC=CC=C1 (pyridine). Conditions: time 1 hour. Yields the product C(C)(=O)O[C@H]1CC([C@]2(CC)[C@@H]1[C@@H]1CCC3=CC(CC[C@@H]3[C@H]1CC2)=O)=O (15α-acetoxy-18-methyl-4-estrene-3,17-dione). Reaction SMILES: [C:1]([O:4][C:5](=[O:7])[CH3:6])(=O)[CH3:2].O[C@@H]1[C@H:15]2[C@H:16]3[C@H:25]([CH2:26][CH2:27][C@:12]2([CH2:13][CH3:14])[C:11](=[O:29])C1)[C@@H:24]1[C:19](=[CH:20][C:21](=[O:28])[CH2:22][CH2:23]1)[CH2:18][CH2:17]3>N1C=CC=CC=1>[C:5]([O:4][C@@H:1]1[C@H:15]2[C@H:16]3[C@H:25]([CH2:26][CH2:27][C@:12]2([CH2:13][CH3:14])[C:11](=[O:29])[CH2:2]1)[C@@H:24]1[C:19](=[CH:20][C:21](=[O:28])[CH2:22][CH2:23]1)[CH2:18][CH2:17]3)(=[O:7])[CH3:6]. Procedure: 200 ml of acetic anhydride is added dropwise to 100 g of 15α-hydroxy-18-methyl-4-estrene-3,17-dione in 350 ml of pyridine. After one hour, the reaction mixture is stirred into ice water. The thus-precipitated product is suctioned off, washed neutral with water, and dried under vacuum at 50° C., thus obtaining 100 g of 15α-acetoxy-18-methyl-4-estrene-3,17-dione. A sample recrystallized from acetone/hexane melts at 165° C. Starting materials: FC(C=1C=CC=C2CCNCC12)(F)F (8-trifluoromethyl-1,2,3,4-tetrahydro-isoquinoline), CS(=O)(=O)C=1C=CC(=C(C(=O)O)C1)O[C@H](C(F)(F)F)C (5-methanesulfonyl-2-((S)-2,2,2-trifluoro-1-methyl-ethoxy)-benzoic acid). Product: CS(=O)(=O)C=1C=CC(=C(C1)C(=O)N1CC2=C(C=CC=C2CC1)C(F)(F)F)O[C@H](C(F)(F)F)C ([5-Methanesulfonyl-2-((S)-2,2,2-trifluoro-1-methyl-ethoxy)-phenyl]-(8-trifluoromethyl-3,4-dihydro-1H-isoquinolin-2-yl)-methanone). Reaction SMILES: [F:1][C:2]([F:14])([F:13])[C:3]1[CH:4]=[CH:5][CH:6]=[C:7]2[C:12]=1[CH2:11][NH:10][CH2:9][CH2:8]2.[CH3:15][S:16]([C:19]1[CH:20]=[CH:21][C:22]([O:28][C@@H:29]([CH3:34])[C:30]([F:33])([F:32])[F:31])=[C:23]([CH:27]=1)[C:24](O)=[O:25])(=[O:18])=[O:17]>>[CH3:15][S:16]([C:19]1[CH:20]=[CH:21][C:22]([O:28][C@@H:29]([CH3:34])[C:30]([F:31])([F:32])[F:33])=[C:23]([C:24]([N:10]2[CH2:9][CH2:8][C:7]3[C:12](=[C:3]([C:2]([F:1])([F:13])[F:14])[CH:4]=[CH:5][CH:6]=3)[CH2:11]2)=[O:25])[CH:27]=1)(=[O:18])=[O:17]. Reported procedure: Prepared in analogy to example 1.1 from 8-trifluoromethyl-1,2,3,4-tetrahydro-isoquinoline and 5-methanesulfonyl-2-((S)-2,2,2-trifluoro-1-methyl-ethoxy)-benzoic acid (example 2.2). MS (m/e): MS (m/e): 496.4 (M+H+). Starting materials: Cl (hydrochloric acid), C([O-])([O-])=O.[K+].[K+] (Potassium carbonate), C(C)(C)(C)N=C=O (tert-butyl isocyanate), CC1=CC(=NN1)OC1=C(C=C(C=C1)C(F)(F)F)[N+](=O)[O-] (5-methyl-3-(2-nitro-4-trifluoromethylphenyloxy)pyrazole). Run in CN(C)C=O (DMF). Reaction conditions: time 4 hour. Product: C(C)(C)(C)NC(=O)N1N=C(C=C1C)OC1=C(C=C(C=C1)C(F)(F)F)[N+](=O)[O-] (N-tert-butyl-5-methyl-3-(2-nitro-4-trifluoromethylphenyloxy)-pyrazole-1-carboxamide). Yield: 51.8%. Reaction SMILES: C(=O)([O-])[O-].[K+].[K+].[C:7]([N:11]=[C:12]=[O:13])([CH3:10])([CH3:9])[CH3:8].[CH3:14][C:15]1[NH:19][N:18]=[C:17]([O:20][C:21]2[CH:26]=[CH:25][C:24]([C:27]([F:30])([F:29])[F:28])=[CH:23][C:22]=2[N+:31]([O-:33])=[O:32])[CH:16]=1.Cl>CN(C=O)C>[C:7]([NH:11][C:12]([N:19]1[C:15]([CH3:14])=[CH:16][C:17]([O:20][C:21]2[CH:26]=[CH:25][C:24]([C:27]([F:30])([F:29])[F:28])=[CH:23][C:22]=2[N+:31]([O-:33])=[O:32])=[N:18]1)=[O:13])([CH3:10])([CH3:9])[CH3:8] |f:0.1.2|. Reported procedure: Potassium carbonate (0.83 g, 6.0 mmol) and tert-butyl isocyanate (0.59 g, 6.0 mmol) were added to a solution of 5-methyl-3-(2-nitro-4-trifluoromethylphenyloxy)pyrazole (1.15 g, 4.0 mmol) in DMF (10 ml), and the mixture was stirred at room temperature for 4 hours. After completion of the reaction, the reaction mixture was poured into 2N hydrochloric acid and extracted with ethyl acetate (20 ml×3). An organic layer was washed with water, dried over anhydrous magnesium sulfate and filtered to remov...